Task: describe an organic reaction: reactants, conditions, products, and yield. Dataset: the Open Reaction Database (ORD), a public repository of structured organic reaction records Starting materials: FC=1C=C(C=CC1F)[C@@H](C)NC(C1=CC=C(C=C1)C)C1=CC(=CC=C1)[N+](=O)[O-] (N-[(R)-1-(3 4-difluorophenyl)ethyl]-N-[(3-nitrophenyl)-(p-tolyl)methyl]amine), [BH4-].[Na+] (sodium borohydride). Reagents/catalysts: O.O.O.O.O.O.[Ni](Cl)Cl (nickel chloride hexahydrate). Product: FC=1C=C(C=CC1F)[C@@H](C)NC(C=1C=C(C=CC1)N)C1=CC=C(C=C1)C (3-{[(R)-1-(3,4-Difluorophenyl)ethylamino]-(p-tolyl)methyl}phenylamine). As a reaction SMILES: [F:1][C:2]1[CH:3]=[C:4]([C@H:9]([NH:11][CH:12]([C:20]2[CH:25]=[CH:24][CH:23]=[C:22]([N+:26]([O-])=O)[CH:21]=2)[C:13]2[CH:18]=[CH:17][C:16]([CH3:19])=[CH:15][CH:14]=2)[CH3:10])[CH:5]=[CH:6][C:7]=1[F:8].[BH4-].[Na+]>O.O.O.O.O.O.[Ni](Cl)Cl>[F:1][C:2]1[CH:3]=[C:4]([C@H:9]([NH:11][CH:12]([C:13]2[CH:14]=[CH:15][C:16]([CH3:19])=[CH:17][CH:18]=2)[C:20]2[CH:21]=[C:22]([NH2:26])[CH:23]=[CH:24][CH:25]=2)[CH3:10])[CH:5]=[CH:6][C:7]=1[F:8] |f:1.2,3.4.5.6.7.8.9|. Procedure details: Following a similar reaction, separation and purification procedure to that described in Example (59b), 5.88 g of N-[(R)-1-(3 4-difluorophenyl)ethyl]-N-[(3-nitrophenyl)-(p-tolyl)methyl]amine [prepared as described in step (a) above], 7.31 g of nickel chloride hexahydrate and 2.33 g of sodium borohydride were reacted, to obtain 0.91 g of isomer A and 335 mg of isomer B of the title compound, each as a colorless oil. The reactants are [H-].[Na+] (sodium hydride), C(\C=C\C(=O)[O-])(=O)O (Hydrogen fumarate), C(C)(C)N(CCCl)C(C)C (1-diisopropylamino-2-chloroethane), C1(CCCCCCCCCCC1)=NO (cyclododecanone oxime). Product: C(C)(C)N(C(C)C)CCON=C1CCCCCCCCCCC1 (1-(Diisopropylamino-ethoxyimino)cyclododecane). RXN SMILES: [H-].[Na+].[C:3]1(=[N:15][OH:16])[CH2:14][CH2:13][CH2:12][CH2:11][CH2:10][CH2:9][CH2:8][CH2:7][CH2:6][CH2:5][CH2:4]1.[CH:17]([N:20]([CH:24]([CH3:26])[CH3:25])[CH2:21][CH2:22]Cl)([CH3:19])[CH3:18].C(O)(=O)/C=C/C([O-])=O>>[CH:17]([N:20]([CH2:21][CH2:22][O:16][N:15]=[C:3]1[CH2:14][CH2:13][CH2:12][CH2:11][CH2:10][CH2:9][CH2:8][CH2:7][CH2:6][CH2:5][CH2:4]1)[CH:24]([CH3:26])[CH3:25])([CH3:19])[CH3:18] |f:0.1|. Procedure: Starting from 2.4 g. (0.1 moles) of sodium hydride, 19.73 g. (0.1 moles) of cyclododecanone oxime and 17.95 g. (0.11 moles) of 1-diisopropylamino-2-chloroethane the title compound is prepared as in Example 1. Yield: 22.1 g. (68.20%); b.p.: 164°-166° C./0.6 torr. Hydrogen fumarate, m.p.: 120°-121° C. Starting materials: C(C)C(C(=O)O)CCCC (2-ethyl hexanoic acid), O.O.O.O.O.O.O.S(=O)(=O)([O-])[O-].[Ni+2] (nickel sulfate heptahydrate), ClC(C(=O)O)(Cl)Cl (trichloroacetic acid), [OH-].[Na+] (sodium hydroxide). Solvent: O (water), CCCCCCC (heptane). Product: ClC(C(=O)[O-])(Cl)Cl.C(CCCCC)(=O)OCC.[Ni+2].ClC(C(=O)[O-])(Cl)Cl (nickel 2-ethyl hexanoate trichloroacetate). Isolated yield 74.2%. RXN SMILES: C([CH:3]([CH2:7][CH2:8][CH2:9][CH3:10])[C:4]([OH:6])=[O:5])C.[Cl:11][C:12]([Cl:17])([Cl:16])[C:13]([OH:15])=[O:14].[OH-].[Na+].O.O.O.O.O.O.O.S([O-])([O-])(=O)=O.[Ni+2:32]>O.CCCCCCC>[Cl:11][C:12]([Cl:17])([Cl:16])[C:13]([O-:15])=[O:14].[C:4]([O:6][CH2:12][CH3:13])(=[O:5])[CH2:3][CH2:7][CH2:8][CH2:9][CH3:10].[Ni+2:32].[Cl:11][C:12]([Cl:17])([Cl:16])[C:13]([O-:15])=[O:14] |f:2.3,4.5.6.7.8.9.10.11.12,15.16.17.18|. Procedure details: The operation is conducted as in example 1, while reacting: 100 cm3 of heptane, 25 cm3 of water, 5.75 g of 2-ethyl hexanoic acid (4×10-2 mole), 6.55 g of trichloroacetic acid (4×10-2 mole), 3.20 g of sodium hydroxide (8×10-2 mole) and 14.05 g of nickel sulfate heptahydrate (5×10-2 mole). A green solid is obtained (10.8 g), which is identified as being nickel 2-ethyl hexanoate trichloroacetate (yield: 74.2%). Elemental analysis: calculated for C10H15O4Cl3Ni: C=32.9; H=4.1; Ni=16.2; found (%) C=37... Starting materials: ClC1=CC=C(C=C1)C(O)C1OCCCC1 ((4-chloro-phenyl)-(tetrahydro-pyran-2-yl)-methanol), C(=O)(O)[O-].[Na+] (NaHCO3), CC(=O)OI1(C=2C=CC=CC2C(=O)O1)(OC(=O)C)OC(=O)C (Dess-Martin periodinane). The solvent is C(Cl)Cl (DCM). Conditions: temperature 0 celsius, time 2 hour. Product: ClC1=CC=C(C=C1)C(=O)C1OCCCC1 ((4-Chloro-phenyl)-(tetrahydro-pyran-2-yl)-methanone). Reaction SMILES: [Cl:1][C:2]1[CH:7]=[CH:6][C:5]([CH:8]([CH:10]2[CH2:15][CH2:14][CH2:13][CH2:12][O:11]2)[OH:9])=[CH:4][CH:3]=1.C([O-])(O)=O.[Na+].CC(OI1(OC(C)=O)(OC(C)=O)OC(=O)C2C=CC=CC1=2)=O>C(Cl)Cl>[Cl:1][C:2]1[CH:7]=[CH:6][C:5]([C:8]([CH:10]2[CH2:15][CH2:14][CH2:13][CH2:12][O:11]2)=[O:9])=[CH:4][CH:3]=1 |f:1.2|. Procedure: To a stirred solution of (4-chloro-phenyl)-(tetrahydro-pyran-2-yl)-methanol (70.00 mg, 0.30 mmol) in DCM (10 mL) was added NaHCO3 (259.4 mg, 3.08 mmol) and Dess-Martin periodinane (196.4 mg, 0.46 mmol) at 0° C. The mixture was stirred at 0° C. for 2 hrs. The solvent was then removed under reduced pressure and the resulting residue was purified by a flash chromatography (eluting with 5% AcOEt in Hexane). 1H NMR (400 MHz, MeOD) δ 1.52-2.02 (m, 6H), 3.65-3.77 (m, 1H), 4.04-4.17 (m, 1H), 4.82-4.88 (... As a reaction SMILES: [ClH:1].[CH3:2][O:3][C:4]1[CH:9]=[CH:8][C:7]([NH:10][NH2:11])=[CH:6][CH:5]=1.[Br:12][C:13]1[CH:20]=[CH:19][C:16]([CH2:17]Br)=[CH:15][CH:14]=1.C(=O)([O-])[O-].[K+].[K+]>CN(C=O)C>[ClH:1].[Br:12][C:13]1[CH:20]=[CH:19][C:16]([CH2:17][N:10]([C:7]2[CH:8]=[CH:9][C:4]([O:3][CH3:2])=[CH:5][CH:6]=2)[NH2:11])=[CH:15][CH:14]=1 |f:0.1,3.4.5,7.8|. Procedure: A mixture of 4-methoxyphenylhydrazine hydrochloride (459 g, 2.63 mol), p-bromobenzyl bromide (715 g, 2.86 mol) and milled potassium carbonate (771 g, 5.58 mol) was suspended in 2 L DMF at 0° C. with overhead stirring. The ice bath was removed and the mixture was stirred for 4 h, then diluted with 15 L of ice water. The mixture was stirred vigourously for 1 h, then the aqueous layer was decanted from the gummy solid. The solid was washed with 2×4 L of water, then was dissolved in 2.5 L toluene an... Yield: 75.5%. The product is Cl.BrC1=CC=C(CN(N)C2=CC=C(C=C2)OC)C=C1 (N-(p-Bromobenzyl)-N-(4-methoxyphenyl)hydrazine hydrochloride). Reactants: Cl.COC1=CC=C(C=C1)NN (4-methoxyphenylhydrazine hydrochloride), BrC1=CC=C(CBr)C=C1 (p-bromobenzyl bromide), C([O-])([O-])=O.[K+].[K+] (potassium carbonate). Solvent: CN(C)C=O (DMF). Reaction conditions: time 4 hour. RXN SMILES: [H-].[Na+].[CH3:3][CH:4]([OH:7])[C:5]#[CH:6].Cl[C:9]1[CH:14]=[C:13]([O:15][CH2:16][C:17]#[CH:18])[N:12]=[CH:11][N:10]=1.[Cl-].[NH4+]>O1CCCC1>[CH3:3][CH:4]([O:7][C:9]1[CH:14]=[C:13]([O:15][CH2:16][C:17]#[CH:18])[N:12]=[CH:11][N:10]=1)[C:5]#[CH:6] |f:0.1,4.5|. Reactants: CC(C#C)O (3-butyn-2-ol), [H-].[Na+] (sodium hydride), [Cl-].[NH4+] (ammonium chloride), ClC1=NC=NC(=C1)OCC#C (4-chloro-6-(2-propynyloxy)pyrimidine). Yield: 40.4%. Product: CC(C#C)OC1=NC=NC(=C1)OCC#C (4-(1-methyl-2-propynyloxy)-6-(2-propynyloxy)pyrimidine). Procedure: In 2 ml of tetrahydrofuran was suspended 0.1 g of sodium hydride (60% in oil), to which 0.6 ml of a tetrahydrofuran solution containing 0.12 g of 3-butyn-2-ol was slowly added dropwise with stirring at room temperature. The mixture was stirred at room temperature for 20 minutes and then cooled to 0° C., to which 0.6 ml of a tetrahydrofuran solution containing 0.4 g of 4-chloro-6-(2-propynyloxy)pyrimidine was slowly added dropwise. The mixture was further stirred at 0° C. for 4.5 hours. The react... Run in O1CCCC1 (tetrahydrofuran), O1CCCC1 (tetrahydrofuran), O1CCCC1 (tetrahydrofuran). Starting materials: CCn1ccc2cnc(NC(=O)OC(C)(C)C)cc21, ClCCl, O=C(O)C(F)(F)F. The product is CCn1ccc2cnc(N)cc21, O=C(O)C(F)(F)F. RXN SMILES: [CH2:1]([CH3:2])[n:3]1[cH:4][cH:5][c:6]2[cH:7][n:8][c:9]([NH:12][C:13](=[O:14])[O:15][C:16]([CH3:17])([CH3:18])[CH3:19])[cH:10][c:11]12.[Cl:27][CH2:28][Cl:29].[F:20][C:21]([C:22](=[O:23])[OH:24])([F:25])[F:26]>>[CH2:1]([CH3:2])[n:3]1[cH:4][cH:5][c:6]2[cH:7][n:8][c:9]([NH2:12])[cH:10][c:11]12.[F:20][C:21]([C:22](=[O:23])[OH:24])([F:25])[F:26]. The reactants are CCCCOCCOc1ccc(-c2ccc3c(c2)C=C(C(=O)Nc2ccc(SCc4cnn(CCC)n4)cc2)CCN3CC(C)C)cc1, ClCCl, O=C(OO)c1cccc(Cl)c1, [Na+], [Na+], O=S([O-])([O-])=S. Product: CCCCOCCOc1ccc(-c2ccc3c(c2)C=C(C(=O)Nc2ccc(S(=O)Cc4cnn(CCC)n4)cc2)CCN3CC(C)C)cc1. RXN SMILES: [CH2:1]([CH2:2][CH2:3][CH3:4])[O:5][CH2:6][CH2:7][O:8][c:9]1[cH:10][cH:11][c:12](-[c:15]2[cH:16][cH:17][c:18]3[c:19]([cH:48]2)[CH:20]=[C:21]([C:29](=[O:30])[NH:31][c:32]2[cH:33][cH:34][c:35]([S:38][CH2:39][c:40]4[n:41][n:42]([CH2:45][CH2:46][CH3:47])[n:43][cH:44]4)[cH:36][cH:37]2)[CH2:22][CH2:23][N:24]3[CH2:25][CH:26]([CH3:27])[CH3:28])[cH:13][cH:14]1.[CH2:67]([Cl:68])[Cl:69].[Cl:49][c:50]1[cH:51][cH:52][cH:53][c:54]([C:55]([O:56][OH:58])=[O:57])[cH:59]1.[Na+:65].[Na+:66].[S:60]([O-:61])([O-:62])(=[O:63])=[S:64]>>[CH2:1]([CH2:2][CH2:3][CH3:4])[O:5][CH2:6][CH2:7][O:8][c:9]1[cH:10][cH:11][c:12](-[c:15]2[cH:16][cH:17][c:18]3[c:19]([cH:48]2)[CH:20]=[C:21]([C:29](=[O:30])[NH:31][c:32]2[cH:33][cH:34][c:35]([S:38]([CH2:39][c:40]4[n:41][n:42]([CH2:45][CH2:46][CH3:47])[n:43][cH:44]4)=[O:57])[cH:36][cH:37]2)[CH2:22][CH2:23][N:24]3[CH2:25][CH:26]([CH3:27])[CH3:28])[cH:13][cH:14]1. The reactants are NC(=S)Nc1ccc2nc(NCCc3ccc(Br)cc3)sc2c1, CCI, CCOC(C)=O, CN(C)C=O. Product: CCSC(=N)Nc1ccc2nc(NCCc3ccc(Br)cc3)sc2c1. As a reaction SMILES: [Br:1][c:2]1[cH:3][cH:4][c:5]([CH2:8][CH2:9][NH:10][c:11]2[s:12][c:13]3[c:14]([n:15]2)[cH:16][cH:17][c:18]([NH:20][C:21](=[S:22])[NH2:23])[cH:19]3)[cH:6][cH:7]1.[CH2:24]([CH3:25])[I:26].[CH3:32][CH2:33][O:34][C:35](=[O:36])[CH3:37].[O:27]=[CH:28][N:29]([CH3:30])[CH3:31]>>[Br:1][c:2]1[cH:3][cH:4][c:5]([CH2:8][CH2:9][NH:10][c:11]2[s:12][c:13]3[c:14]([n:15]2)[cH:16][cH:17][c:18]([NH:20][C:21]([S:22][CH2:24][CH3:25])=[NH:23])[cH:19]3)[cH:6][cH:7]1. Starting materials: N1(C=NC=C1)C(=N)N1C=NC=C1 (di(1H-imidazol-1-yl)methanimine), NC1=NC=CC=C1O (2-aminopyridin-3-ol). Solvent: C1CCOC1 (THF). The product is O1C(=NC2=NC=CC=C21)N (Oxazolo[4,5-b]pyridin-2-amine). RXN SMILES: N1([C:6]([N:8]2[CH:12]=[CH:11][N:10]=[CH:9]2)=[NH:7])C=CN=C1.NC1[C:19]([OH:20])=[CH:18]C=CN=1>C1COCC1>[O:20]1[C:19]2[C:9](=[N:10][CH:11]=[CH:12][CH:18]=2)[N:8]=[C:6]1[NH2:7]. Reported procedure: An oven dried round bottom flask was charged with di(1H-imidazol-1-yl)methanimine (500 mg, 3.10 mmol), 2-aminopyridin-3-ol (171 mg, 1.551 mmol) and anhydrous THF (20 ml) at room temperature. The resulting suspension was refluxed under N2 for 1 hr. LC/MS indicated complete consumption of starting material. The solvent was removed in vacuo and the residue was used in the next step without further purification. MS(LC/MS) R.T.=0.235; [M+H]+=136.09.